The task is: describe an organic reaction: reactants, conditions, products, and yield. This data is from the Open Reaction Database (ORD), a public repository of structured organic reaction records. Run in C(C)#N (acetonitrile). As a reaction SMILES: [CH3:1][I:2].[S:3]1[C:11]2[CH2:10][CH2:9][N:8]([C:12]([N:14]3[CH:18]=[CH:17][N:16]=[CH:15]3)=[O:13])[CH2:7][C:6]=2[CH:5]=[CH:4]1>C(#N)C>[I-:2].[S:3]1[C:11]2[CH2:10][CH2:9][N:8]([C:12]([N:14]3[CH:18]=[CH:17][N+:16]([CH3:1])=[CH:15]3)=[O:13])[CH2:7][C:6]=2[CH:5]=[CH:4]1 |f:3.4|. Starting materials: CI (Methyl iodide), S1C=CC=2CN(CCC21)C(=O)N2C=NC=C2 ((6,7-dihydro-4H-thieno[3,2-c]pyridin-5-yl)imidazol-1-yl-methanone), CI (methyl iodide). Conditions: time 10 hour. The product is [I-].S1C=CC=2CN(CCC21)C(=O)N2C=[N+](C=C2)C (3-(6,7-Dihydro-4H-thieno[3,2-c]pyridine-5-carbonyl)-1-methyl-3H-imidazol-1-ium iodide). Procedure: Methyl iodide (50 μL) is added to a solution of (6,7-dihydro-4H-thieno[3,2-c]pyridin-5-yl)imidazol-1-yl-methanone (100 mg) in acetonitrile (5 mL) at room temperature. The solution is stirred for 5 h, before more methyl iodide (100 μL) is added. After stirring the solution for another 10 h, the solution is concentrated to give the crude title compound that is used without further purification. Starting materials: CC(C)(C)OC(=O)N1CC2CN(c3cncc(C(=O)O)c3)CC2C1, CNCc1ccccc1. The product is CN(Cc1ccccc1)C(=O)c1cncc(N2CC3CN(C(=O)OC(C)(C)C)CC3C2)c1. RXN SMILES: [C:1]([CH3:2])([CH3:3])([CH3:4])[O:5][C:6](=[O:7])[N:8]1[CH2:9][CH:10]2[CH:11]([CH2:12]1)[CH2:13][N:14]([c:16]1[cH:17][n:18][cH:19][c:20]([C:21](=[O:22])[OH:23])[cH:24]1)[CH2:15]2.[CH3:25][NH:26][CH2:27][c:28]1[cH:29][cH:30][cH:31][cH:32][cH:33]1>>[C:1]([CH3:2])([CH3:3])([CH3:4])[O:5][C:6](=[O:7])[N:8]1[CH2:9][CH:10]2[CH:11]([CH2:12]1)[CH2:13][N:14]([c:16]1[cH:17][n:18][cH:19][c:20]([C:21](=[O:23])[N:26]([CH3:25])[CH2:27][c:28]3[cH:29][cH:30][cH:31][cH:32][cH:33]3)[cH:24]1)[CH2:15]2. Starting materials: CC(C)=O, OCc1n[nH]c2ccc(F)cc12. The product is O=Cc1n[nH]c2ccc(F)cc12. Reaction SMILES: [CH3:13][C:14](=[O:15])[CH3:16].[F:1][c:2]1[cH:3][c:4]2[c:5]([CH2:11][OH:12])[n:6][nH:7][c:8]2[cH:9][cH:10]1>>[F:1][c:2]1[cH:3][c:4]2[c:5]([CH:11]=[O:12])[n:6][nH:7][c:8]2[cH:9][cH:10]1. Reactants: O1CCC(CC2=C1C=CC=C2)C(=O)OCC (ethyl 2,3,4,5-tetrahydrobenzoxepin-4-carboxylate), [H-].[H-].[H-].[H-].[Li+].[Al+3] (LAH), C1CCOC1 (THF). Run at time 18 hour. Yields the product O1CCCCC=2C1=CC=CC2CO (2,3,4,5-Tetrahydrobenzoxepin-6-methanol). Reaction SMILES: [O:1]1[C:7]2[CH:8]=[CH:9][CH:10]=[CH:11][C:6]=2[CH2:5][CH:4](C(OCC)=O)[CH2:3][CH2:2]1.[H-].[H-].[H-].[H-].[Li+].[Al+3].C1C[O:26][CH2:25]C1>>[O:1]1[C:7]2=[CH:8][CH:9]=[CH:10][C:11]([CH2:25][OH:26])=[C:6]2[CH2:5][CH2:4][CH2:3][CH2:2]1 |f:1.2.3.4.5.6|. Procedure: A solution of ethyl 2,3,4,5-tetrahydrobenzoxepin-4-carboxylate (2.85 g, 13 mmol) in THF (30 ml) was stirred as LAH (1 g, 26 mmol) was slowly added. The mixture was stirred for 18 hr, and then quenched by the sequential addition of water (1 ml), 15% sodium hydroxide (1 ml), and water (3 ml). The mixture was filtered and the filter cake washed with ethanol. The filtrate was concentrated in vacuo to an oil (2.3 g, 100%). Reactants: C, CCO, ClCCl, [H][H], [Pd], O=[N+]([O-])c1cnccc1Nc1ccccc1. Product: Nc1cnccc1Nc1ccccc1. As a reaction SMILES: [C:25].[CH3:19][CH2:20][OH:21].[Cl:22][CH2:23][Cl:24].[H:17][H:18].[Pd:26].[c:1]1([NH:7][c:8]2[c:9]([N+:14]([O-:15])=[O:16])[cH:10][n:11][cH:12][cH:13]2)[cH:2][cH:3][cH:4][cH:5][cH:6]1>>[c:1]1([NH:7][c:8]2[c:9]([NH2:14])[cH:10][n:11][cH:12][cH:13]2)[cH:2][cH:3][cH:4][cH:5][cH:6]1. Reactants: Cc1ccc2c(N3CCN(CCc4cccc(N5CCNC5=O)c4)CC3)cccc2n1, ClCc1ccncc1, Cl, Cl, Cl, [H-], [Na+], CN(C)C=O. Product: Cc1ccc2c(N3CCN(CCc4cccc(N5CCN(Cc6ccncc6)C5=O)c4)CC3)cccc2n1, Cl, Cl. RXN SMILES: [CH3:3][c:4]1[n:5][c:6]2[cH:7][cH:8][cH:9][c:10]([N:14]3[CH2:15][CH2:16][N:17]([CH2:20][CH2:21][c:22]4[cH:23][c:24]([N:28]5[C:29](=[O:33])[NH:30][CH2:31][CH2:32]5)[cH:25][cH:26][cH:27]4)[CH2:18][CH2:19]3)[c:11]2[cH:12][cH:13]1.[Cl:37][CH2:38][c:39]1[cH:40][cH:41][n:42][cH:43][cH:44]1.[ClH:1].[ClH:2].[ClH:36].[H-:34].[Na+:35].[O:45]=[CH:46][N:47]([CH3:48])[CH3:49]>>[CH3:3][c:4]1[n:5][c:6]2[cH:7][cH:8][cH:9][c:10]([N:14]3[CH2:15][CH2:16][N:17]([CH2:20][CH2:21][c:22]4[cH:23][c:24]([N:28]5[C:29](=[O:33])[N:30]([CH2:38][c:39]6[cH:40][cH:41][n:42][cH:43][cH:44]6)[CH2:31][CH2:32]5)[cH:25][cH:26][cH:27]4)[CH2:18][CH2:19]3)[c:11]2[cH:12][cH:13]1.[ClH:1].[ClH:37].